describe an organic reaction: reactants, conditions, products, and yield From a dataset of the Open Reaction Database (ORD), a public repository of structured organic reaction records. The reactants are COC(=O)c1cc(-c2c(C)cnn2C)c(C)s1, [Na+], C1CCOC1, [OH-]. The product is Cc1cnn(C)c1-c1cc(C(=O)O)sc1C. RXN SMILES: [CH3:1][n:2]1[n:3][cH:4][c:5]([CH3:17])[c:6]1-[c:7]1[cH:8][c:9]([C:13](=[O:14])[O:15][CH3:16])[s:10][c:11]1[CH3:12].[Na+:19].[O:20]1[CH2:21][CH2:22][CH2:23][CH2:24]1.[OH-:18]>>[CH3:1][n:2]1[n:3][cH:4][c:5]([CH3:17])[c:6]1-[c:7]1[cH:8][c:9]([C:13](=[O:14])[OH:15])[s:10][c:11]1[CH3:12]. Reactants: ClC1=CC=C(C=C1)O (4-chlorophenol), C([O-])([O-])=O.[K+].[K+] (potassium carbonate), ClCC(C(C#C)(C)C)=O (1-chloro-3,3-dimethyl-pent-4-in-2-one). The solvent is CC(=O)C (acetone). Product: ClC1=CC=C(OCC(C(C#C)(C)C)=O)C=C1 (1-(4-chlorophenoxy)-3,3-dimethyl-pent-4-in-2-one). Isolated yield 94.0%. Reaction SMILES: Cl[CH2:2][C:3](=[O:9])[C:4]([CH3:8])([CH3:7])[C:5]#[CH:6].[Cl:10][C:11]1[CH:16]=[CH:15][C:14]([OH:17])=[CH:13][CH:12]=1.C(=O)([O-])[O-].[K+].[K+]>CC(C)=O>[Cl:10][C:11]1[CH:16]=[CH:15][C:14]([O:17][CH2:2][C:3](=[O:9])[C:4]([CH3:8])([CH3:7])[C:5]#[CH:6])=[CH:13][CH:12]=1 |f:2.3.4|. Procedure details: A solution of 98 g (0.67 mole) of 1-chloro-3,3-dimethyl-pent-4-in-2-one is added dropwise, with stirring, to a boiling mixture of 86.1 g (0.67 mole) of 4-chlorophenol and 92.5 g (0.67 mole) of potassium carbonate powder in 500 ml of acetone. After five hours the mixture is filtered, the filtrate is evaporated, the residue is taken up in 250 ml of methylene chloride and this solution is washed with 200 ml of 1N sodium hydroxide solution and 200 ml of water. After the solvent has been distilled of... Reactants: C(C)OC1=C(C=NC2=CC=C(C=C12)C=O)C#N (4-ethoxy-6-formyl-quinoline-3-carbonitrile), OC[C@@H](C1=CC=CC=C1)NC=1SCC(N1)=O (2-((R)-2-hydroxy-1-phenyl-ethylamino)-thiazol-4-one). Yields the product C(C)OC1=C(C=NC2=CC=C(C=C12)\C=C/1\C(N=C(S1)N[C@@H](CO)C1=CC=CC=C1)=O)C#N (4-ethoxy-6-[2-((R)-2-hydroxy-1-phenyl-ethylamino)-4-oxo-4H-thiazol-(5Z)-ylidenemethyl]-quinoline-3-carbonitrile). As a reaction SMILES: [CH2:1]([O:3][C:4]1[C:13]2[C:8](=[CH:9][CH:10]=[C:11]([CH:14]=O)[CH:12]=2)[N:7]=[CH:6][C:5]=1[C:16]#[N:17])[CH3:2].[OH:18][CH2:19][C@H:20]([NH:27][C:28]1[S:29][CH2:30][C:31](=[O:33])[N:32]=1)[C:21]1[CH:26]=[CH:25][CH:24]=[CH:23][CH:22]=1>>[CH2:1]([O:3][C:4]1[C:13]2[C:8](=[CH:9][CH:10]=[C:11](/[CH:14]=[C:30]3/[C:31](=[O:33])[N:32]=[C:28]([NH:27][C@H:20]([C:21]4[CH:22]=[CH:23][CH:24]=[CH:25][CH:26]=4)[CH2:19][OH:18])[S:29]/3)[CH:12]=2)[N:7]=[CH:6][C:5]=1[C:16]#[N:17])[CH3:2]. Reported procedure: Similar procedure as described in example 1g was used, starting from 4-ethoxy-6-formyl-quinoline-3-carbonitrile (example 14e) and 2-((R)-2-hydroxy-1-phenyl-ethylamino)-thiazol-4-one (example 3a) to give 4-ethoxy-6-[2-((R)-2-hydroxy-1-phenyl-ethylamino)-4-oxo-4H-thiazol-(5Z)-ylidenemethyl]-quinoline-3-carbonitrile. LC-MS m/e 445 (MH+). The reactants are C(CCC)[Li] (butyllithium), C(COCCOC)C1C2=CC=CC=C2C=2C=CC=CC12 (9-(3,6-dioxaheptyl)-fluorene), C(CCC)[Li] (butyllithium), C1=CC=CC=2C3=CC=CC=C3CC12 (fluorene), ClCCOCCOC (1-chloro-2-(2-methoxyethoxy)-ethane), ClCCOCCOC (1-chloro-2-(2-methoxyethoxy)-ethane). Solvent: CCCCCC (hexane), CCCCCC (hexane), O (water), O1CCCC1 (tetrahydrofuran). Reaction conditions: temperature 22 celsius, time 1 hour. Yields the product C(COCCOC)C1(C2=CC=CC=C2C=2C=CC=CC12)CCOCCOC (9,9-bis(3,6-dioxaheptyl)-fluorene). As a reaction SMILES: C([Li])CCC.C1C2CC3C(=CC=CC=3)C=2C=CC=1.Cl[CH2:20][CH2:21][O:22][CH2:23][CH2:24][O:25][CH3:26].[CH2:27]([CH:34]1[C:46]2[CH:45]=[CH:44][CH:43]=[CH:42][C:41]=2[C:40]2[C:35]1=[CH:36][CH:37]=[CH:38][CH:39]=2)[CH2:28][O:29][CH2:30][CH2:31][O:32][CH3:33]>CCCCCC.O1CCCC1.O>[CH2:20]([C:34]1([CH2:27][CH2:28][O:29][CH2:30][CH2:31][O:32][CH3:33])[C:35]2[CH:36]=[CH:37][CH:38]=[CH:39][C:40]=2[C:41]2[C:46]1=[CH:45][CH:44]=[CH:43][CH:42]=2)[CH2:21][O:22][CH2:23][CH2:24][O:25][CH3:26]. Procedure details: 7.05 g of butyllithium dissolved in 44 ml of hexane was slowly added in 5 minutes into 18.28 g of fluorene dissolved in 150 ml of anhydrous tetrahydrofuran at -50° C. under nitrogen protection. The mixture was stirred at -30~15° C. for 1 hour before it was cooled again to -40~-50° C. Then, 15.23 g of 1-chloro-2-(2-methoxyethoxy)-ethane was added in 5 minutes. The mixture was subsequently stirred for 2 hours while the temperature was gradually increased to 22° C. The main product in the solution ... Starting materials: BrC1=NN(C2=C(C=C(C=C12)Cl)C=O)COCC[Si](C)(C)C (3-Bromo-5-chloro-1-((2-(trimethylsilyl)ethoxy)methyl)-1H-indazole-7-carbaldehyde), C[Mg]Br (methylmagnesium bromide). Conditions: temperature -78 celsius, time 1 hour. Solvent: O1CCCC1 (tetrahydrofuran). As a reaction SMILES: [Br:1][C:2]1[C:10]2[C:5](=[C:6]([CH:12]=[O:13])[CH:7]=[C:8]([Cl:11])[CH:9]=2)[N:4]([CH2:14][O:15][CH2:16][CH2:17][Si:18]([CH3:21])([CH3:20])[CH3:19])[N:3]=1.[CH3:22][Mg]Br>O1CCCC1>[Br:1][C:2]1[C:10]2[C:5](=[C:6]([CH:12]([OH:13])[CH3:22])[CH:7]=[C:8]([Cl:11])[CH:9]=2)[N:4]([CH2:14][O:15][CH2:16][CH2:17][Si:18]([CH3:21])([CH3:20])[CH3:19])[N:3]=1. Procedure: 3-Bromo-5-chloro-1-((2-(trimethylsilyl)ethoxy)methyl)-1H-indazole-7-carbaldehyde (1.35 g, 3.46 mmol) was dissolved in tetrahydrofuran (10 mL), cooled to −78° C. and treated with methylmagnesium bromide (3.0 M in diethyl ether, 1.7 mL, 5.20 mmol) over several minutes. After 1 h, the ice bath was removed and stirring continued for 1 h at room temperature. The reaction was cooled to 0° C., treated with saturated ammonium chloride and diluted with ethyl acetate. The layers were separated. The organi... Yields the product BrC1=NN(C2=C(C=C(C=C12)Cl)C(C)O)COCC[Si](C)(C)C ((±)-1-(3-Bromo-5-chloro-1-((2-(trimethylsilyl)ethoxy)methyl)-1H-indazol-7-yl)ethanol).